This data is from the Open Reaction Database (ORD), a public repository of structured organic reaction records. The task is: describe an organic reaction: reactants, conditions, products, and yield The reactants are CCN(C(C)C)C(C)C, O=C(O)c1c(I)ccnc1Cl, Nc1ccc(F)cc1F, CN(C)C=O. Product: O=C(Nc1ccc(F)cc1F)c1c(I)ccnc1Cl. RXN SMILES: [CH:21]([N:22]([CH2:23][CH3:24])[CH:25]([CH3:26])[CH3:27])([CH3:28])[CH3:29].[Cl:1][c:2]1[c:3]([C:4](=[O:5])[OH:6])[c:7]([I:11])[cH:8][cH:9][n:10]1.[F:12][c:13]1[c:14]([NH2:15])[cH:16][cH:17][c:18]([F:20])[cH:19]1.[O:30]=[CH:31][N:32]([CH3:33])[CH3:34]>>[Cl:1][c:2]1[c:3]([C:4](=[O:6])[NH:15][c:14]2[c:13]([F:12])[cH:19][c:18]([F:20])[cH:17][cH:16]2)[c:7]([I:11])[cH:8][cH:9][n:10]1. The reagents and catalysts are C1CCN(C1)[P+](N2CCCC2)(N3CCCC3)Br.F[P-](F)(F)(F)(F)F (PyBrOP), CCN(C(C)C)C(C)C (DIPEA). Conditions: temperature 25 celsius, time 2 hour. The reactants are CC(C(=O)O)c1ccc(CC2CCCC2=O)cc1, CNOC. Run in CN(C)C=O (DMF), CN(C)C=O (DMF), CN(C)C=O (DMF), CN(C)C=O (DMF), CN(C)C=O (DMF), CN(C)C=O (DMF). Yield: 15.0%. Reaction SMILES: CNOC.CC(C(=O)O)c1ccc(CC2CCCC2=O)cc1.C1CCN(C1)[P+](N2CCCC2)(N3CCCC3)Br.F[P-](F)(F)(F)(F)F.CCN(C(C)C)C(C)C.CN(C)C=O>>CON(C)C(=O)C(C)c1ccc(CC2CCCC2=O)cc1. Yields the product CON(C)C(=O)C(C)c1ccc(CC2CCCC2=O)cc1. Reactants: C(C)(C)(C)C=1N=C(C=2C(N1)=NN(N2)CC)N2CC(CC2)(F)F (5-tert-Butyl-7-(3,3-difluoro-pyrrolidin-1-yl)-2-ethyl-2H-[1,2,3]triazolo[4,5-d]pyrimidine), C(C)(C)(C)NC=1N=C(C2=C(N1)NN=N2)N2CC(CC2)(F)F (tert-Butyl-[7-(3,3-difluoro-pyrrolidin-1-yl)-3H-[1,2,3]triazolo[4,5-d]pyrimidin-5-yl]-amine), ClC=1C(=NC=CC1)CCl (3-chloro-2-(chloromethyl)pyridine). Yields the product C(C)(C)(C)NC=1N=C(C=2C(N1)=NN(N2)CC2=NC=CC=C2Cl)N2CC(CC2)(F)F (tert-Butyl-[2-(3-chloro-pyridin-2-ylmethyl)-7-(3,3-difluoro-pyrrolidin-1-yl)-2H-[1,2,3]triazolo[4,5-d]pyrimidin-5-yl]-amine). As a reaction SMILES: C(C1N=C(N2CCC(F)(F)C2)C2C(=NN(CC)N=2)N=1)(C)(C)C.[C:23]([NH:27][C:28]1[N:29]=[C:30]([N:37]2[CH2:41][CH2:40][C:39]([F:43])([F:42])[CH2:38]2)[C:31]2[N:36]=[N:35][NH:34][C:32]=2[N:33]=1)([CH3:26])([CH3:25])[CH3:24].[Cl:44][C:45]1[C:46]([CH2:51]Cl)=[N:47][CH:48]=[CH:49][CH:50]=1>>[C:23]([NH:27][C:28]1[N:29]=[C:30]([N:37]2[CH2:41][CH2:40][C:39]([F:42])([F:43])[CH2:38]2)[C:31]2[C:32](=[N:34][N:35]([CH2:51][C:46]3[C:45]([Cl:44])=[CH:50][CH:49]=[CH:48][N:47]=3)[N:36]=2)[N:33]=1)([CH3:26])([CH3:24])[CH3:25]. Reported procedure: In analogy to the procedure described for the synthesis of 5-tert-butyl-7-(3,3-difluoro-pyrrolidin-1-yl)-2-ethyl-2H-[1,2,3]triazolo[4,5-d]pyrimidine (example 3, step b), the title compound was prepared from tert-Butyl-[7-(3,3-difluoro-pyrrolidin-1-yl)-3H-[1,2,3]triazolo[4,5-d]pyrimidin-5-yl]-amine and 3-chloro-2-(chloromethyl)pyridine. MS (m/e): 423.3 (MH+). Starting materials: CCOCC (Et2O), C(C)(=O)[O-].[Na+] (sodium acetate), BrC1=CC(=C(C=C1)F)CBr (4-Bromo-2-(bromomethyl)-1-fluorobenzene), O (H2O). Run in CN(C)C=O (DMF). Reaction conditions: time 11 hour. The product is C(C)(=O)OCC1=C(C=CC(=C1)Br)F (2-(Acetoxymethyl)-4-bromo-1-fluorobenzene). RXN SMILES: [C:1]([O-:4])(=[O:3])[CH3:2].[Na+].[Br:6][C:7]1[CH:12]=[CH:11][C:10]([F:13])=[C:9]([CH2:14]Br)[CH:8]=1.O.CCOCC>CN(C=O)C>[C:1]([O:4][CH2:14][C:9]1[CH:8]=[C:7]([Br:6])[CH:12]=[CH:11][C:10]=1[F:13])(=[O:3])[CH3:2] |f:0.1|. Procedure: Anhydrous sodium acetate (1.65 g, 20 mmol) was added to a solution of the compound (1a) (3 g, 14.6 mmol) in DMF (25 mL) and the reaciton mixture was stirred under N2 on a steam bath for 11 hours. The reaction mixture was cooled and distributed between H2O (200 mL) and Et2O (100 mL). The organic layer was separated and washed with H2O (3×100 mL), dried, filtered and evaporated, leaving the compound (1b) as a nearly colorless oil; NMR 2.08 (3 H, s), 5.08 (2 H, s), 6.7-7.9 (3 H, m).